Dataset: the Open Reaction Database (ORD), a public repository of structured organic reaction records. Task: describe an organic reaction: reactants, conditions, products, and yield The reactants are CC=1NC2=CC(=CC=C2C1)OC (2-methyl-6-methoxy-1H-indole), Cl (hydrochloride), O.N1CCC(CC1)=O (4-piperidone monohydrate), C(C)(=O)O (acetic acid), ice, Be ammonium hydroxide, Cl (hydrogen chloride). Run in C(C)(C)O (isopropanol), C(C)(C)O (isopropanol). Run at temperature 100 celsius, time 90 minute. The product is Cl.CC=1NC2=CC(=CC=C2C1C=1CCNCC1)OC (2-methyl-6-methoxy-3-(1,2,3,6-tetrahydropyridin-4-yl)-1H-indole hydrochloride). As a reaction SMILES: [CH3:1][C:2]1[NH:3][C:4]2[C:9]([CH:10]=1)=[CH:8][CH:7]=[C:6]([O:11][CH3:12])[CH:5]=2.[ClH:13].O.[NH:15]1[CH2:20][CH2:19][C:18](=O)[CH2:17][CH2:16]1.C(O)(=O)C>C(O)(C)C>[ClH:13].[CH3:1][C:2]1[NH:3][C:4]2[C:9]([C:10]=1[C:18]1[CH2:19][CH2:20][NH:15][CH2:16][CH:17]=1)=[CH:8][CH:7]=[C:6]([O:11][CH3:12])[CH:5]=2 |f:2.3,6.7|. Reported procedure: A mixture of 2 g of 2-methyl-6-methoxy-1H-indole, 4 g of the hydrochloride of 4-piperidone monohydrate and 40 ml of acetic acid was stirred at 100° C. under an inert atmosphere for 90 minutes and the mixture was cooled and poured into a solution of 150 g of ice and 80 ml of 22° Be ammonium hydroxide. The mixture was extracted with ethyl acetate and the organic phase was washed with water, dried over magnesium sulfate and evaporated to dryness and reduced pressure. The residue was empasted with h... The reactants are O=C([O-])[O-], CCOC(=O)c1cnc(Cl)c2c(CBr)csc12, Cn1nnc(-c2cccc(O)c2)n1, CN(C)C=O, [I-], [K+], [K+], [K+], C1COCCOCCOCCOCCOCCO1. The product is CCOC(=O)c1cnc(Cl)c2c(COc3cccc(-c4nnn(C)n4)c3)csc12. Reaction SMILES: [C:33](=[O:34])([O-:35])[O-:36].[CH2:1]([CH3:2])[O:3][C:4](=[O:5])[c:6]1[c:7]2[c:8]([c:9]([Cl:12])[n:10][cH:11]1)[c:13]([CH2:16][Br:17])[cH:14][s:15]2.[CH3:18][n:19]1[n:20][c:21](-[c:24]2[cH:25][c:26]([OH:30])[cH:27][cH:28][cH:29]2)[n:22][n:23]1.[CH3:57][N:58]([CH3:59])[CH:60]=[O:61].[I-:32].[K+:31].[K+:37].[K+:38].[O:39]1[CH2:40][CH2:41][O:42][CH2:43][CH2:44][O:45][CH2:46][CH2:47][O:48][CH2:49][CH2:50][O:51][CH2:52][CH2:53][O:54][CH2:55][CH2:56]1>>[CH2:1]([CH3:2])[O:3][C:4](=[O:5])[c:6]1[c:7]2[c:8]([c:9]([Cl:12])[n:10][cH:11]1)[c:13]([CH2:16][O:30][c:26]1[cH:25][c:24](-[c:21]3[n:20][n:19]([CH3:18])[n:23][n:22]3)[cH:29][cH:28][cH:27]1)[cH:14][s:15]2. Starting materials: ClC1=C(C=CC=2C(=NOC21)C2=C(C=C(C=C2)F)F)OC (7-chloro-3-(2,4-difluorophenyl)-6-methoxy-1,2-benzisoxazole), Cl.N1=CC=CC=C1 (pyridine HCl), ice water. Reaction conditions: temperature 200 celsius. Product: ClC1=C(C=CC=2C(=NOC21)C2=C(C=C(C=C2)F)F)O (7-chloro-3-(2,4-difluorophenyl)-6-hydroxy-1,2-benzisoxazole). Reaction SMILES: [Cl:1][C:2]1[C:10]2[O:9][N:8]=[C:7]([C:11]3[CH:16]=[CH:15][C:14]([F:17])=[CH:13][C:12]=3[F:18])[C:6]=2[CH:5]=[CH:4][C:3]=1[O:19]C.Cl.N1C=CC=CC=1>>[Cl:1][C:2]1[C:10]2[O:9][N:8]=[C:7]([C:11]3[CH:16]=[CH:15][C:14]([F:17])=[CH:13][C:12]=3[F:18])[C:6]=2[CH:5]=[CH:4][C:3]=1[OH:19] |f:1.2|. Procedure: A solid mixture of 7.1 g of 7-chloro-3-(2,4-difluorophenyl)-6-methoxy-1,2-benzisoxazole and 27.8 g of pyridine HCl is heated at 200° C. for one hour and the mixture poured into vigorously stirred ice water to precipitate a product. The product is filtered and dried giving 7-chloro-3-(2,4-difluorophenyl)-6-hydroxy-1,2-benzisoxazole which is recrystallized from toluene, mp 186°-190° C. Reactants: C1CCOC1, CC(C(=O)F)C(c1ccccc1)c1ccc2c(cnn2-c2ccc(F)cc2)c1, N, O. The product is CC(C(N)=O)C(c1ccccc1)c1ccc2c(cnn2-c2ccc(F)cc2)c1. RXN SMILES: [CH2:31]1[O:32][CH2:33][CH2:34][CH2:35]1.[F:1][c:2]1[cH:3][cH:4][c:5](-[n:8]2[n:9][cH:10][c:11]3[cH:12][c:13]([CH:17]([CH:18]([C:19](=[O:20])[F:21])[CH3:22])[c:23]4[cH:24][cH:25][cH:26][cH:27][cH:28]4)[cH:14][cH:15][c:16]23)[cH:6][cH:7]1.[NH3:29].[OH2:30]>>[F:1][c:2]1[cH:3][cH:4][c:5](-[n:8]2[n:9][cH:10][c:11]3[cH:12][c:13]([CH:17]([CH:18]([C:19](=[O:20])[NH2:29])[CH3:22])[c:23]4[cH:24][cH:25][cH:26][cH:27][cH:28]4)[cH:14][cH:15][c:16]23)[cH:6][cH:7]1. Starting materials: C1(=CC=C(C=C1)CN)CN (p-xylylenediamine), C(#N)C1=CC=C(CN)C=C1 (4-cyanobenzylamine). Product: C=1(C(=CC=CC1)CN)CN (Xylylenediamine). RXN SMILES: [C:1]1(CN)[CH:6]=[CH:5][C:4]([CH2:7][NH2:8])=[CH:3][CH:2]=1.[C:11](C1C=CC(CN)=CC=1)#[N:12]>>[C:3]1([CH2:11][NH2:12])[C:4]([CH2:7][NH2:8])=[CH:5][CH:6]=[CH:1][CH:2]=1. Reported procedure: After releasing the pressure, MX and methanol were removed from the recovered reaction liquid in a rotary evaporator. By distilling the resultant solution under 0.5 kPa, p-xylylenediamine was obtained as the major distillate. The obtained p-xylylenediamine contained 0.4% by weight of 4-cyanobenzylamine. The reactants are N(CC)CC (Et2NH), COC1=CC=C(C=C1)C1N(C(OC1(C)C)=O)C1=NC(=NC=C1)N[C@@H](C)C1=CC=CC=C1 (4-(4-methoxyphenyl)-5,5-dimethyl-3-(2-((S)-1-phenylethylamino)pyrimidin-4-yl)oxazolidin-2-one), CO (MeOH). Solvent: C(=O)=O (CO2). Product: COC1=CC=C(C=C1)[C@@H]1N(C(OC1(C)C)=O)C1=NC(=NC=C1)N[C@@H](C)C1=CC=CC=C1 ((S)-4-(4-methoxyphenyl)-5,5-dimethyl-3-(2-((S)-1-phenylethylamino)pyrimidin-4-yl)oxazolidin-2-one), COC1=CC=C(C=C1)[C@H]1N(C(OC1(C)C)=O)C1=NC(=NC=C1)N[C@@H](C)C1=CC=CC=C1 ((R)-4-(4-methoxyphenyl)-5,5-dimethyl-3-(2-((S)-1-phenylethylamino)pyrimidin-4-yl)oxazolidin-2-one). As a reaction SMILES: [CH3:1][O:2][C:3]1[CH:8]=[CH:7][C:6]([CH:9]2[C:13]([CH3:15])([CH3:14])[O:12][C:11](=[O:16])[N:10]2[C:17]2[CH:22]=[CH:21][N:20]=[C:19]([NH:23][C@H:24]([C:26]3[CH:31]=[CH:30][CH:29]=[CH:28][CH:27]=3)[CH3:25])[N:18]=2)=[CH:5][CH:4]=1.CO.N(CC)CC>C(=O)=O>[CH3:1][O:2][C:3]1[CH:4]=[CH:5][C:6]([C@H:9]2[C:13]([CH3:14])([CH3:15])[O:12][C:11](=[O:16])[N:10]2[C:17]2[CH:22]=[CH:21][N:20]=[C:19]([NH:23][C@H:24]([C:26]3[CH:31]=[CH:30][CH:29]=[CH:28][CH:27]=3)[CH3:25])[N:18]=2)=[CH:7][CH:8]=1.[CH3:1][O:2][C:3]1[CH:4]=[CH:5][C:6]([C@@H:9]2[C:13]([CH3:14])([CH3:15])[O:12][C:11](=[O:16])[N:10]2[C:17]2[CH:22]=[CH:21][N:20]=[C:19]([NH:23][C@H:24]([C:26]3[CH:31]=[CH:30][CH:29]=[CH:28][CH:27]=3)[CH3:25])[N:18]=2)=[CH:7][CH:8]=1. Procedure details: 4-(4-methoxyphenyl)-5,5-dimethyl-3-(2-((S)-1-phenylethylamino)pyrimidin-4-yl)oxazolidin-2-one (example 54, 62 mg) was resolved in on a column (AD-H 4.6×100 mm) with 30% MeOH modified with 0.2% Et2NH in CO2 to give (S)-4-(4-methoxyphenyl)-5,5-dimethyl-3-(2-((S)-1-phenylethylamino)pyrimidin-4-yl)oxazolidin-2-one and (R)-4-(4-methoxyphenyl)-5,5-dimethyl-3-(2-((S)-1-phenylethylamino)pyrimidin-4-yl)oxazolidin-2-one. Reactants: O (Water), ClCI (Chloroiodomethane), BrC=1C=C(C(=O)NCC2=CC=C(C=C2)F)C(=CN1)O (2-bromo-N-(4-fluorobenzyl)-5-hydroxyisonicotinamide), C(=O)([O-])[O-].[Cs+].[Cs+] (Cs2CO3). Solvent: CN(C)C=O (DMF). Conditions: temperature 100 celsius, time 2 hour. Product: BrC1=CC=2C(N(COC2C=N1)CC1=CC=C(C=C1)F)=O (6-bromo-3-(4-fluorobenzyl)-2H-pyrido[4,3-e][1,3]oxazin-4(3H)-one). Yield: 77.4%. RXN SMILES: ClCI.[Br:4][C:5]1[CH:6]=[C:7]([C:19]([OH:22])=[CH:20][N:21]=1)[C:8]([NH:10][CH2:11][C:12]1[CH:17]=[CH:16][C:15]([F:18])=[CH:14][CH:13]=1)=[O:9].[C:23]([O-])([O-])=O.[Cs+].[Cs+].O>CN(C=O)C>[Br:4][C:5]1[N:21]=[CH:20][C:19]2[O:22][CH2:23][N:10]([CH2:11][C:12]3[CH:13]=[CH:14][C:15]([F:18])=[CH:16][CH:17]=3)[C:8](=[O:9])[C:7]=2[CH:6]=1 |f:2.3.4|. Procedure: Chloroiodomethane (800 mg, 4.6 mmol) was slowly added to a mixture of 2-bromo-N-(4-fluorobenzyl)-5-hydroxyisonicotinamide (750 mg, 2.3 mmol) and Cs2CO3 (3.0 g, 9.2 mmol) in DMF (20 mL) at 100° C. The mixture was stirred at 100° C. for 2 h. Water was added and the mixture was extracted with EtOAc. After being concentrated, the residue was purified by column chromatography (PE:EtOAc=1:1) to give the product of 6-bromo-3-(4-fluorobenzyl)-2H-pyrido[4,3-e][1,3]oxazin-4(3H)-one (600 mg, yield: 80%). 1...